This data is from the Open Reaction Database (ORD), a public repository of structured organic reaction records. The task is: describe an organic reaction: reactants, conditions, products, and yield Starting materials: ClC1=CC(C(=O)NC2=NN=NN2)=NC2=CC=CC=C12 (4-Chloro-N(1H-tetrazol-5-yl)quinaldamide), NCC(CO)O (3-amino-1,2-propanediol). The product is Cl.OC(CNC1=CC(C(=O)NC2=NN=NN2)=NC2=CC=CC=C12)CO (4(2,3-Dihydroxypropylamino)-N(1H-tetrazol-5-yl)quinaldamide, hydrochloride), ( d ). As a reaction SMILES: [Cl:1][C:2]1[C:19]2[C:14](=[CH:15][CH:16]=[CH:17][CH:18]=2)[N:13]=[C:4]([C:5]([NH:7][C:8]2[NH:12][N:11]=[N:10][N:9]=2)=[O:6])[CH:3]=1.[NH2:20][CH2:21][CH:22]([OH:25])[CH2:23][OH:24]>>[ClH:1].[OH:25][CH:22]([CH2:23][OH:24])[CH2:21][NH:20][C:2]1[C:19]2[C:14](=[CH:15][CH:16]=[CH:17][CH:18]=2)[N:13]=[C:4]([C:5]([NH:7][C:8]2[NH:12][N:11]=[N:10][N:9]=2)=[O:6])[CH:3]=1 |f:2.3|. Procedure details: 4(2,3-Dihydroxypropylamino)-N(1H-tetrazol-5-yl)quinaldamide, hydrochloride, m.p. 264° (d) was prepared from 4-chloro-N(1H-tetrazol-5-yl)quinaldamide (Example 2 ) and 3-amino-1,2-propanediol. As a reaction SMILES: [CH3:1][O:2][C:3](=[O:54])[C@@H:4]([NH:19][C:20]([C@@H:22]1[CH2:35][C:34]2[CH:33]=[C:32]3[C:27]([O:28][C@@H:29]([C:38]4[CH:43]=[CH:42][C:41]([OH:44])=[CH:40][CH:39]=4)[C:30](=[O:37])[N:31]3[CH3:36])=[CH:26][C:25]=2[CH2:24][N:23]1[C@H:45]([C:48]1[CH:53]=[CH:52][CH:51]=[CH:50][CH:49]=1)[CH2:46][CH3:47])=[O:21])[CH2:5][C:6]1[CH:11]=[CH:10][C:9]([C:12]2[CH:17]=[CH:16][C:15]([F:18])=[CH:14][CH:13]=2)=[CH:8][CH:7]=1.[Cl:55][C:56]1[CH:57]=[C:58]([CH:61]=[CH:62][C:63]=1[Cl:64])[CH2:59]Br.C(=O)([O-])[O-].[K+].[K+].C(=O)([O-])[O-].[Na+].[Na+]>CN(C=O)C>[CH3:1][O:2][C:3](=[O:54])[C@@H:4]([NH:19][C:20]([C@@H:22]1[CH2:35][C:34]2[CH:33]=[C:32]3[C:27]([O:28][C@@H:29]([C:38]4[CH:39]=[CH:40][C:41]([O:44][CH2:59][C:58]5[CH:61]=[CH:62][C:63]([Cl:64])=[C:56]([Cl:55])[CH:57]=5)=[CH:42][CH:43]=4)[C:30](=[O:37])[N:31]3[CH3:36])=[CH:26][C:25]=2[CH2:24][N:23]1[C@H:45]([C:48]1[CH:49]=[CH:50][CH:51]=[CH:52][CH:53]=1)[CH2:46][CH3:47])=[O:21])[CH2:5][C:6]1[CH:11]=[CH:10][C:9]([C:12]2[CH:13]=[CH:14][C:15]([F:18])=[CH:16][CH:17]=2)=[CH:8][CH:7]=1 |f:2.3.4,5.6.7|. The solvent is CN(C)C=O (DMF). The reactants are C([O-])([O-])=O.[Na+].[Na+] (sodium carbonate), ClC=1C=C(CBr)C=CC1Cl (3,4-dichlorobenzyl bromide), C([O-])([O-])=O.[K+].[K+] (potassium carbonate), COC([C@H](CC1=CC=C(C=C1)C1=CC=C(C=C1)F)NC(=O)[C@H]1N(CC=2C=C3O[C@H](C(N(C3=CC2C1)C)=O)C1=CC=C(C=C1)O)[C@@H](CC)C1=CC=CC=C1)=O ((S)-3-(4′-Fluoro-biphenyl-4-yl)-2-{[(3S,7S)-3-(4-hydroxy-phenyl)-1-methyl-2-oxo-6-((S)-1-phenyl-propyl)-2,3,5,6,7,8-hexahydro-1H-4-oxa-1,6-diaza-anthracene-7-carbonyl]-amino}-propionic acid methyl ester). Isolated yield 30.4%. Procedure details: (S)-3-(4′-Fluoro-biphenyl-4-yl)-2-{[(3S,7S)-3-(4-hydroxy-phenyl)-1-methyl-2-oxo-6-((S)-1-phenyl-propyl)-2,3,5,6,7,8-hexahydro-1H-4-oxa-1,6-diaza-anthracene-7-carbonyl]-amino}-propionic acid methyl ester (27 mg, 0.078 mmol) was dissolved in 2 mL of DMF and 3,4-dichlorobenzyl bromide (0.39 mmol) and potassium carbonate (0.39 mmol) were added. The mixture was stirred at room temperature for 8 hours and was poured onto ethyl acetate and 10% sodium carbonate. The organic layer was washed with brine, ... The product is COC([C@H](CC1=CC=C(C=C1)C1=CC=C(C=C1)F)NC(=O)[C@H]1N(CC=2C=C3O[C@H](C(N(C3=CC2C1)C)=O)C1=CC=C(C=C1)OCC1=CC(=C(C=C1)Cl)Cl)[C@@H](CC)C1=CC=CC=C1)=O ((S)-2-{[(3S,7S)-3-[4-(3,4-dichloro-benzyloxy)-phenyl]-1-methyl-2-oxo-6-((S)-1-phenyl-propyl)-2,3,5,6,7,8-hexahydro-1H-4-oxa-1,6-diaz a-anthracene-7-carbonyl]-amino}-3-(4′-fluoro-biphenyl-4-yl)-propionicacid methyl ester). Reaction conditions: time 8 hour. The reactants are C(C)N(CCCNC1=C(C=CC=C1)S(=O)(=O)CC1=CC=C(C(=C1C(=O)OC)OC)C1=COC=C1)CC (methyl 6-[2-(3-diethylaminopropylamino)benzenesulphonylmethyl]-3-(furan-3-yl)-2-methoxybenzoate), C(C)N(CCN)CC (N,N,-diethylethylenediamine), FC1=C(C=CC=C1)S(=O)(=O)CC1=CC=C(C(=C1C(=O)OC)OC)C1=COC=C1 (methyl 6-(2-fluorobenzenesulphonylmethyl)-3-(furan-3-yl)-2-methoxybenzoate), FC1=C(C=CC=C1)S(=O)(=O)CC1=CC=C(C(=C1C(=O)OC)OC)C1=COC=C1 (methyl 6-(2-fluorobenzenesulphonylmethyl)-3-(furan-3-yl)-2-methoxybenzoate). The product is C(C)N(CCNC1=C(C=CC=C1)S(=O)(=O)CC1=CC=C(C(=C1C(=O)OC)OC)C1=COC=C1)CC (Methyl 6-[2-(2-diethylaminoethylamino)benzenesulphonylmethyl]-3-(furan-3-yl)-2-methoxybenzoate). RXN SMILES: C(N(CC)C[CH2:5][CH2:6][NH:7][C:8]1[CH:13]=[CH:12][CH:11]=[CH:10][C:9]=1[S:14]([CH2:17][C:18]1[C:23]([C:24]([O:26][CH3:27])=[O:25])=[C:22]([O:28][CH3:29])[C:21]([C:30]2[CH:34]=[CH:33][O:32][CH:31]=2)=[CH:20][CH:19]=1)(=[O:16])=[O:15])C.FC1C=CC=CC=1S(CC1C(C(OC)=O)=C(OC)C(C2C=COC=2)=CC=1)(=O)=O.[CH2:65]([N:67](CC)[CH2:68][CH2:69]N)[CH3:66]>>[CH2:65]([N:67]([CH2:68][CH3:69])[CH2:5][CH2:6][NH:7][C:8]1[CH:13]=[CH:12][CH:11]=[CH:10][C:9]=1[S:14]([CH2:17][C:18]1[C:23]([C:24]([O:26][CH3:27])=[O:25])=[C:22]([O:28][CH3:29])[C:21]([C:30]2[CH:34]=[CH:33][O:32][CH:31]=2)=[CH:20][CH:19]=1)(=[O:16])=[O:15])[CH3:66]. Procedure details: Prepared by proceeding in a similar manner to Intermediate 192, starting from methyl 6-(2-fluorobenzenesulphonylmethyl)-3-(furan-3-yl)-2-methoxybenzoate (Intermediate 96) and N,N,-diethylethylenediamine, as brown solid. Starting materials: C1CCC2=CC=CC=C12 (indane), ClC(C)(CCC(C)(C)Cl)C (2,5-dichloro-2,5-dimethylhexane), [Cl-].[Al+3].[Cl-].[Cl-] (aluminum chloride). Solvent: C(Cl)Cl (methylene chloride). Product: CC1(CCC(C2=CC=3CCCC3C=C21)(C)C)C (5,5,8,8-tetramethyl-5,6,7,8-tetrahydrobenz(f)indane). The yield is 76.0%. RXN SMILES: [CH2:1]1[C:9]2[C:4](=[CH:5][CH:6]=[CH:7][CH:8]=2)[CH2:3][CH2:2]1.Cl[C:11]([CH3:19])([CH2:13][CH2:14][C:15](Cl)([CH3:17])[CH3:16])[CH3:12].[Cl-].[Al+3].[Cl-].[Cl-]>C(Cl)Cl>[CH3:12][C:11]1([CH3:19])[C:7]2[C:6](=[CH:5][C:4]3[CH2:3][CH2:2][CH2:1][C:9]=3[CH:8]=2)[C:15]([CH3:17])([CH3:16])[CH2:14][CH2:13]1 |f:2.3.4.5|. Reported procedure: A flame dried 3 L three neck round bottom flask fit with a magnetic stirrer, condenser, heating mantle, and nitrogen inlet was charged with indane (49 mL, 0.40 mol, Aldrich), anhydrous methylene chloride (800 mL, Aldrich), and 2,5-dichloro-2,5-dimethylhexane. The mixture was heated to reflux and the aluminum chloride (5.65 g, 0.042 mol). was added portionwise while refluxing the reaction. The reaction mixture was quenched in 1 L 5% HCl/ice, the layers separated, and the combined organics washed ...